Task: describe an organic reaction: reactants, conditions, products, and yield. Dataset: the Open Reaction Database (ORD), a public repository of structured organic reaction records The reactants are NC=1C=CC=C2CCN(CC12)C (8-amino-2-methyl-1,2,3,4-tetrahydroisoquinoline), 2.5h, [OH-].[Na+] (sodium hydroxide), C(C)(=O)NC1=CC(=C(C(=O)Cl)C=C1Cl)OC (4-acetylamino-5-chloro-2-methoxybenzoyl chloride), C(C)(=O)NC1=CC(=C(C(=O)O)C=C1Cl)OC (4-acetylamino-5-chloro-2-methoxybenzoic acid). Run in C(C)N(CC)CC (triethylamine), ClCCl (dichloromethane). Yields the product CN1CC2=C(C=CC=C2CC1)NC(C1=C(C=C(C(=C1)Cl)NC(C)=O)OC)=O (N-(2-Methyl-1,2,3,4-tetrahydroisoquinolin-8-yl)-4-acetylamino-5-chloro-2-methoxybenzamide). Reaction SMILES: [C:1]([NH:4][C:5]1[C:13]([Cl:14])=[CH:12][C:8]([C:9](Cl)=[O:10])=[C:7]([O:15][CH3:16])[CH:6]=1)(=[O:3])[CH3:2].C(NC1C(Cl)=CC(C(O)=O)=C(OC)C=1)(=O)C.[NH2:33][C:34]1[CH:35]=[CH:36][CH:37]=[C:38]2[C:43]=1[CH2:42][N:41]([CH3:44])[CH2:40][CH2:39]2.[OH-].[Na+]>ClCCl.C(N(CC)CC)C>[CH3:44][N:41]1[CH2:40][CH2:39][C:38]2[C:43](=[C:34]([NH:33][C:9](=[O:10])[C:8]3[CH:12]=[C:13]([Cl:14])[C:5]([NH:4][C:1](=[O:3])[CH3:2])=[CH:6][C:7]=3[O:15][CH3:16])[CH:35]=[CH:36][CH:37]=2)[CH2:42]1 |f:3.4|. Reported procedure: To a cooled solution of 4-acetylamino-5-chloro-2-methoxybenzoyl chloride, (prepared from 4-acetylamino-5-chloro-2-methoxybenzoic acid, 3.19 g) in dichloromethane was added 8-amino-2-methyl-1,2,3,4-tetrahydroisoquinoline (2.1 g) and triethylamine (4 ml). After stirring at room temperature for 2.5h, the mixture was basified with 10% sodium hydroxide. The organic layer was separated, dried and concentrated in vacuo. The residue was purified by chromatography on alumina eluting with chloroform, and ... Product: COc1ccc(-c2cc(N)c([N+](=O)[O-])c(C#N)n2)cc1C(F)(F)F. As a reaction SMILES: [C:29](=[O:30])([O-:31])[O-:32].[CH2:112]1[O:113][CH2:114][CH2:115][CH2:116]1.[CH3:14][O:15][c:16]1[c:17]([C:25]([F:26])([F:27])[F:28])[cH:18][c:19]([B:22]([OH:23])[OH:24])[cH:20][cH:21]1.[K+:33].[K+:34].[NH2:1][c:2]1[c:3]([N+:11](=[O:12])[O-:13])[c:4]([C:9]#[N:10])[n:5][c:6]([Cl:8])[cH:7]1.[cH:35]1[cH:36][cH:37][c:38]([P:39]([Pd:40]([P:41]([c:42]2[cH:43][cH:44][cH:45][cH:46][cH:47]2)([c:48]2[cH:49][cH:50][cH:51][cH:52][cH:53]2)[c:54]2[cH:55][cH:56][cH:57][cH:58][cH:59]2)([P:60]([c:61]2[cH:62][cH:63][cH:64][cH:65][cH:66]2)([c:67]2[cH:68][cH:69][cH:70][cH:71][cH:72]2)[c:73]2[cH:74][cH:75][cH:76][cH:77][cH:78]2)[P:79]([c:80]2[cH:81][cH:82][cH:83][cH:84][cH:85]2)([c:86]2[cH:87][cH:88][cH:89][cH:90][cH:91]2)[c:92]2[cH:93][cH:94][cH:95][cH:96][cH:97]2)([c:98]2[cH:99][cH:100][cH:101][cH:102][cH:103]2)[c:104]2[cH:105][cH:106][cH:107][cH:108][cH:109]2)[cH:110][cH:111]1>>[NH2:1][c:2]1[c:3]([N+:11](=[O:12])[O-:13])[c:4]([C:9]#[N:10])[n:5][c:6](-[c:19]2[cH:18][c:17]([C:25]([F:26])([F:27])[F:28])[c:16]([O:15][CH3:14])[cH:21][cH:20]2)[cH:7]1. Starting materials: O=C([O-])[O-], C1CCOC1, COc1ccc(B(O)O)cc1C(F)(F)F, [K+], [K+], N#Cc1nc(Cl)cc(N)c1[N+](=O)[O-], c1ccc(P(c2ccccc2)(c2ccccc2)[Pd](P(c2ccccc2)(c2ccccc2)c2ccccc2)(P(c2ccccc2)(c2ccccc2)c2ccccc2)P(c2ccccc2)(c2ccccc2)c2ccccc2)cc1. Starting materials: C1CN2CCN1CC2, CN(C)C(=S)Cl, CN(C)C=O, COC(=O)c1ccc2cc(O)ccc2c1. Product: COC(=O)c1ccc2cc(OC(=S)N(C)C)ccc2c1. As a reaction SMILES: [CH2:16]1[N:17]2[CH2:18][CH2:19][N:20]([CH2:21][CH2:22]2)[CH2:23]1.[CH3:24][N:25]([C:26](=[S:27])[Cl:28])[CH3:29].[O:30]=[CH:31][N:32]([CH3:33])[CH3:34].[OH:1][c:2]1[cH:3][c:4]2[cH:5][cH:6][c:7]([C:12](=[O:13])[O:14][CH3:15])[cH:8][c:9]2[cH:10][cH:11]1>>[O:1]([c:2]1[cH:3][c:4]2[cH:5][cH:6][c:7]([C:12](=[O:13])[O:14][CH3:15])[cH:8][c:9]2[cH:10][cH:11]1)[C:26]([N:25]([CH3:24])[CH3:29])=[S:27]. The reactants are CCCCCCCCC#Cc1ccc(CNc2ccc3c(c2)C(=O)OC(C)(C)O3)cc1, O=C(Cl)C=Cc1ccccc1. Product: CCCCCCCCC#Cc1ccc(CN(C(=O)C=Cc2ccccc2)c2ccc3c(c2)C(=O)OC(C)(C)O3)cc1. As a reaction SMILES: [C:1](#[C:2][CH2:3][CH2:4][CH2:5][CH2:6][CH2:7][CH2:8][CH2:9][CH3:10])[c:11]1[cH:12][cH:13][c:14]([CH2:15][NH:16][c:17]2[cH:18][c:19]3[c:20]([cH:28][cH:29]2)[O:21][C:22]([CH3:26])([CH3:27])[O:23][C:24]3=[O:25])[cH:30][cH:31]1.[c:32]1([CH:38]=[CH:39][C:40](=[O:41])[Cl:42])[cH:33][cH:34][cH:35][cH:36][cH:37]1>>[C:1](#[C:2][CH2:3][CH2:4][CH2:5][CH2:6][CH2:7][CH2:8][CH2:9][CH3:10])[c:11]1[cH:12][cH:13][c:14]([CH2:15][N:16]([c:17]2[cH:18][c:19]3[c:20]([cH:28][cH:29]2)[O:21][C:22]([CH3:26])([CH3:27])[O:23][C:24]3=[O:25])[C:40]([CH:39]=[CH:38][c:32]2[cH:33][cH:34][cH:35][cH:36][cH:37]2)=[O:41])[cH:30][cH:31]1. Starting materials: CCN=C=NCCCN(C)C, ClCCl, CC(O)c1nc2ccccc2n1-c1nc(N2CCOCC2)c2nc(CC3CNC3)n(C)c2n1, CC(C)(O)C(=O)O, On1nnc2ccccc21. The product is CC(O)c1nc2ccccc2n1-c1nc(N2CCOCC2)c2nc(CC3CN(C(=O)C(C)(C)O)C3)n(C)c2n1. As a reaction SMILES: [CH3:51][CH2:52][N:53]=[C:54]=[N:55][CH2:56][CH2:57][CH2:58][N:59]([CH3:60])[CH3:61].[Cl:62][CH2:63][Cl:64].[NH:1]1[CH2:2][CH:3]([CH2:5][c:6]2[n:7]([CH3:33])[c:8]3[n:9][c:10](-[n:21]4[c:22]([CH:30]([CH3:31])[OH:32])[n:23][c:24]5[c:25]4[cH:26][cH:27][cH:28][cH:29]5)[n:11][c:12]([N:15]4[CH2:16][CH2:17][O:18][CH2:19][CH2:20]4)[c:13]3[n:14]2)[CH2:4]1.[OH:34][C:35]([C:36](=[O:37])[OH:38])([CH3:39])[CH3:40].[OH:41][n:42]1[c:43]2[c:44]([cH:45][cH:46][cH:47][cH:48]2)[n:49][n:50]1>>[N:1]1([C:36]([C:35]([OH:34])([CH3:39])[CH3:40])=[O:37])[CH2:2][CH:3]([CH2:5][c:6]2[n:7]([CH3:33])[c:8]3[n:9][c:10](-[n:21]4[c:22]([CH:30]([CH3:31])[OH:32])[n:23][c:24]5[c:25]4[cH:26][cH:27][cH:28][cH:29]5)[n:11][c:12]([N:15]4[CH2:16][CH2:17][O:18][CH2:19][CH2:20]4)[c:13]3[n:14]2)[CH2:4]1.